From a dataset of the Open Reaction Database (ORD), a public repository of structured organic reaction records. describe an organic reaction: reactants, conditions, products, and yield Starting materials: C[C@@H]1CNS(C1)(=O)=O ((R)-4-methylisothiazolidine 1,1-dioxide), C1(CC1)C=1C=C(C(=NC1)N1CCN(CC1)C(=O)C1=CC=C(C=C1)I)C ([4-(5-cyclopropyl-3-methylpyridin-2-yl)piperazin-1-yl](4-iodophenyl)methanone). The product is C1(CC1)C=1C=C(C(=NC1)N1CCN(CC1)C(=O)C1=CC=C(C=C1)N1S(C[C@@H](C1)C)(=O)=O)C ((R)-[4-(5-cyclopropyl-3-methylpyridin-2-yl)piperazin-1-yl][4-(4-methyl-1,1-dioxo-1λ6-isothiazolidin-2-yl)phenyl]methanone). The yield is 34.4%. Reaction SMILES: [CH3:1][C@H:2]1[CH2:6][S:5](=[O:8])(=[O:7])[NH:4][CH2:3]1.[CH:9]1([C:12]2[CH:13]=[C:14]([CH3:33])[C:15]([N:18]3[CH2:23][CH2:22][N:21]([C:24]([C:26]4[CH:31]=[CH:30][C:29](I)=[CH:28][CH:27]=4)=[O:25])[CH2:20][CH2:19]3)=[N:16][CH:17]=2)[CH2:11][CH2:10]1>>[CH:9]1([C:12]2[CH:13]=[C:14]([CH3:33])[C:15]([N:18]3[CH2:23][CH2:22][N:21]([C:24]([C:26]4[CH:31]=[CH:30][C:29]([N:4]5[CH2:3][C@@H:2]([CH3:1])[CH2:6][S:5]5(=[O:8])=[O:7])=[CH:28][CH:27]=4)=[O:25])[CH2:20][CH2:19]3)=[N:16][CH:17]=2)[CH2:10][CH2:11]1. Procedure: Using (R)-4-methylisothiazolidine 1,1-dioxide (91 mg) described in Preparation Example 7 and [4-(5-cyclopropyl-3-methylpyridin-2-yl)piperazin-1-yl](4-iodophenyl)methanone (200 mg) described in Preparation Example 117 and by the reaction and treatment in the same manner as in Example 1, the title compound (70 mg) was obtained. Starting materials: COC(=O)C1=C(N=C(S1)C)C1=CC=C(C=C1)OC (4-(4-Methoxy-phenyl)-2-methyl-thiazole-5-carboxylic acid methyl ester), C1CC(=O)N(C1=O)Br (NBS), AlBN. Run in C(Cl)(Cl)(Cl)Cl (CCl4). Reaction conditions: temperature 100 celsius. Product: COC(=O)C1=C(N=C(S1)CBr)C1=CC=C(C=C1)OC (2-Bromomethyl-4-(4-methoxy-phenyl)-thiazole-5-carboxylic acid methyl ester). Yield: 24.2%. As a reaction SMILES: [CH3:1][O:2][C:3]([C:5]1[S:9][C:8]([CH3:10])=[N:7][C:6]=1[C:11]1[CH:16]=[CH:15][C:14]([O:17][CH3:18])=[CH:13][CH:12]=1)=[O:4].C1C(=O)N([Br:26])C(=O)C1>C(Cl)(Cl)(Cl)Cl>[CH3:1][O:2][C:3]([C:5]1[S:9][C:8]([CH2:10][Br:26])=[N:7][C:6]=1[C:11]1[CH:12]=[CH:13][C:14]([O:17][CH3:18])=[CH:15][CH:16]=1)=[O:4]. Procedure: To the solution of 4-(4-Methoxy-phenyl)-2-methyl-thiazole-5-carboxylic acid methyl ester (0.25 g, 0.94 mmol) in the 20 ml of CCl4 was added NBS (0.16 g, 0.94 mmol) and AlBN 0.015 g, 0.094 mmol). The reaction mixture was heated at 100° C. for 2 h under nitrogen atmosphere. After the completion of the reaction mixture (TLC monitoring), the reaction mixture was evaporated to dryness under reduced pressure and the residue was purified by column chromatography on silica (230-400 M) using 10% ethyl ac... The reactants are BrC1=CC=C(C=C1)C(C)(C)C (1-bromo-4-tert-butylbenzene), NC1=CC=CC=C1 (aniline), CC(C)(C)[O-].[Na+] (NaOtBu). The reagents and catalysts are CC(=O)[O-].CC(=O)[O-].[Pd+2] (Pd(OAc)2), C1=CC=C(C=C1)P([C-]2C=CC=C2)C3=CC=CC=C3.C1=CC=C(C=C1)P([C-]2C=CC=C2)C3=CC=CC=C3.[Fe+2] (DPPF). Run in C1(=CC=CC=C1)C (toluene), N#N (N2). Yields the product C(C)(C)(C)C1=CC=C(C=C1)NC1=CC=CC=C1 ((4-tert-butylphenyl)phenylamine). Yield: 99.2%. Reaction SMILES: Br[C:2]1[CH:7]=[CH:6][C:5]([C:8]([CH3:11])([CH3:10])[CH3:9])=[CH:4][CH:3]=1.[NH2:12][C:13]1[CH:18]=[CH:17][CH:16]=[CH:15][CH:14]=1.CC([O-])(C)C.[Na+]>C1(C)C=CC=CC=1.N#N.C1C=CC(P(C2C=CC=CC=2)[C-]2C=CC=C2)=CC=1.C1C=CC(P(C2C=CC=CC=2)[C-]2C=CC=C2)=CC=1.[Fe+2].CC([O-])=O.CC([O-])=O.[Pd+2]>[C:8]([C:5]1[CH:6]=[CH:7][C:2]([NH:12][C:13]2[CH:18]=[CH:17][CH:16]=[CH:15][CH:14]=2)=[CH:3][CH:4]=1)([CH3:11])([CH3:10])[CH3:9] |f:2.3,6.7.8,9.10.11|. Procedure details: 96.4 g (452 mmol) of 1-bromo-4-tert-butylbenzene and 42.1 g (452 mmol) of aniline are dissolved in toluene and saturated with N2 for 15 min. 2.85 g (5 mmol) of DPPF, followed by 1.13 g (5 mmol) of Pd(OAc)2 and 56.8 g (588 mmol) of NaOtBu are subsequently added successively, and the mixture is refluxed for 6 h. The organic phase is separated off, washed twice with water and filtered through Celite, rinsed with toluene and evaporated in a rotary evaporator, leaving 101 g of ochre-coloured solid (9... The reactants are CC1=CC2=C(OC=C2)C=C1 (5-methyl-benzo[b]furan), BrN1C(CCC1=O)=O (N-bromosuccinimide), BrCC1=CC2=C(SC=C2)C=C1 (5-bromomethyl-benzo[b]thiophene), CC1=CC2=C(SC=C2)C=C1 (5-methyl-benzo[b]thiophene). Run in C(Cl)(Cl)(Cl)Cl (carbon tetrachloride). Product: BrCC1=CC2=C(OC=C2)C=C1 (5-bromomethyl-benzo[b]furan). As a reaction SMILES: [CH3:1][C:2]1[CH:10]=[CH:9][C:5]2[O:6][CH:7]=[CH:8][C:4]=2[CH:3]=1.[Br:11]N1C(=O)CCC1=O.BrCC1C=CC2SC=CC=2C=1.CC1C=CC2SC=CC=2C=1>C(Cl)(Cl)(Cl)Cl>[Br:11][CH2:1][C:2]1[CH:10]=[CH:9][C:5]2[O:6][CH:7]=[CH:8][C:4]=2[CH:3]=1. Procedure: By brominating 5-methyl-benzo[b]furan[Synth. Commun. 19, 257(1989)] with N-bromosuccinimide in carbon tetrachloride in an analogous manner to the procedure for the preparation of 5-bromomethyl-benzo[b]thiophene [J. Med. Chem. 34(1), 65(1991)] from 5-methyl-benzo[b]thiophene there was obtained 5-bromomethyl-benzo[b]furan as a light yellow solid; MS: 210, 212 (M)+. As a reaction SMILES: [C:1]([CH3:2])([CH3:3])([CH3:4])[O:5][C:6](=[O:7])[c:8]1[c:9]([NH2:28])[s:10][c:11]2[c:16]1[CH2:15][CH:14]([CH2:17][NH2:18])[N:13]([CH2:19][c:20]1[cH:21][cH:22][c:23]([O:26][CH3:27])[cH:24][cH:25]1)[CH2:12]2.[CH3:63][N:64]([CH3:65])[CH2:66][CH2:67][CH2:68][N:69]=[C:70]=[N:71][CH2:72][CH3:73].[CH3:74][C:75]#[N:76].[CH:53]([N:54]([CH2:55][CH3:56])[CH:57]([CH3:58])[CH3:59])([CH3:60])[CH3:61].[ClH:62].[O:29]1[CH2:30][O:31][c:32]2[c:33]1[cH:34][cH:35][c:36]([CH2:38][C:39](=[O:40])[OH:41])[cH:37]2.[OH2:42].[OH:43][n:44]1[c:45]2[cH:46][cH:47][cH:48][cH:49][c:50]2[n:51][n:52]1>>[C:1]([CH3:2])([CH3:3])([CH3:4])[O:5][C:6](=[O:7])[c:8]1[c:9]([NH2:28])[s:10][c:11]2[c:16]1[CH2:15][CH:14]([CH2:17][NH:18][C:39]([CH2:38][c:36]1[cH:35][cH:34][c:33]3[c:32]([cH:37]1)[O:31][CH2:30][O:29]3)=[O:40])[N:13]([CH2:19][c:20]1[cH:21][cH:22][c:23]([O:26][CH3:27])[cH:24][cH:25]1)[CH2:12]2. Starting materials: COc1ccc(CN2Cc3sc(N)c(C(=O)OC(C)(C)C)c3CC2CN)cc1, CCN=C=NCCCN(C)C, CC#N, CCN(C(C)C)C(C)C, Cl, O=C(O)Cc1ccc2c(c1)OCO2, O, On1nnc2ccccc21. Yields the product COc1ccc(CN2Cc3sc(N)c(C(=O)OC(C)(C)C)c3CC2CNC(=O)Cc2ccc3c(c2)OCO3)cc1. The reactants are C(=O)([O-])[O-].[K+].[K+] (K2CO3), ICCN1C=C(C2=NC(=C(C=C21)OC)OC)C2=CC=1C(=NC=CC1)N2S(=O)(=O)C2=CC=C(C=C2)C (1-(2-Iodoethyl)-5,6-dimethoxy-3-[1-(toluene-4-sulfonyl)-1H-pyrrolo[2,3-b]pyridin-2-yl]-1H-pyrrolo[3,2-b]-pyridine), C(=O)([O-])[O-].[K+].[K+] (K2CO3), CN1CCNCC1 (1-methylpiperazine), CN1CCNCC1 (1-methylpiperazine), Cl (HCl). The solvent is CC#N (CH3CN). Conditions: temperature 60 celsius, time 2 hour. Yields the product COC1=C(C=C2C(=N1)C(=CN2CCN2CCN(CC2)C)C2=CC=1C(=NC=CC1)N2S(=O)(=O)C2=CC=C(C=C2)C)OC (5,6-Dimethoxy-1-[2-(4-methylpiperazin-1-yl)ethyl]-3-[1-(toluene-4-sulfonyl)-1H-pyrrolo[2,3-b]pyridin-2-yl]-1H-pyrrolo[3,2-b]pyridine). Yield: 20.2%. As a reaction SMILES: C([O-])([O-])=O.[K+].[K+].I[CH2:8][CH2:9][N:10]1[C:18]2[C:13](=[N:14][C:15]([O:21][CH3:22])=[C:16]([O:19][CH3:20])[CH:17]=2)[C:12]([C:23]2[N:31]([S:32]([C:35]3[CH:40]=[CH:39][C:38]([CH3:41])=[CH:37][CH:36]=3)(=[O:34])=[O:33])[C:26]3=[N:27][CH:28]=[CH:29][CH:30]=[C:25]3[CH:24]=2)=[CH:11]1.[CH3:42][N:43]1[CH2:48][CH2:47][NH:46][CH2:45][CH2:44]1.Cl>CC#N>[CH3:22][O:21][C:15]1[N:14]=[C:13]2[C:12]([C:23]3[N:31]([S:32]([C:35]4[CH:36]=[CH:37][C:38]([CH3:41])=[CH:39][CH:40]=4)(=[O:33])=[O:34])[C:26]4=[N:27][CH:28]=[CH:29][CH:30]=[C:25]4[CH:24]=3)=[CH:11][N:10]([CH2:9][CH2:8][N:46]3[CH2:47][CH2:48][N:43]([CH3:42])[CH2:44][CH2:45]3)[C:18]2=[CH:17][C:16]=1[O:19][CH3:20] |f:0.1.2|. Procedure: Add K2CO3 (1.1 equiv., 13.2 mg, 0.095 mmol) to bisazaindole iodide 18 (52 mg, 0.0862 mmol) in CH3CN (6.0 mL) at 60° C., then add 1-methylpiperazine (1.10 equiv., 9.515 mg, 10.55 μL, 0.095 mmol). After stirring for 2 h at 60° C., add extra K2CO3 (13.2 mg) and 1-methylpiperazine (21 μL) and continue stirring at 60° C. for 30 h. The reaction mixture is then concentrated to give a residue, which is treated with 2N HCl and washed with CH2Cl2. The aqueous phase is then treated with 2N NaOH until pH>10...